This data is from the Open Reaction Database (ORD), a public repository of structured organic reaction records. The task is: describe an organic reaction: reactants, conditions, products, and yield Starting materials: Cc1ccccc1, [Na+], O=C([O-])O, O, Cc1ccc(C(=O)O)cc1. Product: Cc1ccc(C(=O)c2ccc(C)cc2)cc1. As a reaction SMILES: [CH3:6][c:7]1[cH:8][cH:9][cH:10][cH:11][cH:12]1.[Na+:5].[O-:1][C:2]([OH:3])=[O:4].[OH2:23].[c:13]1([CH3:22])[cH:14][cH:15][c:16]([C:19](=[O:20])[OH:21])[cH:17][cH:18]1>>[CH3:6][c:7]1[cH:8][cH:9][c:10]([C:19]([c:16]2[cH:15][cH:14][c:13]([CH3:22])[cH:18][cH:17]2)=[O:20])[cH:11][cH:12]1.